From a dataset of the Open Reaction Database (ORD), a public repository of structured organic reaction records. describe an organic reaction: reactants, conditions, products, and yield Reactants: O=Cc1cc(Br)cn1-c1c(Cl)cncc1Cl, CC(C)=O, [K+], O=[Mn](=O)(=O)[O-], [Na+], [OH-], O. Product: O=C(O)c1cc(Br)cn1-c1c(Cl)cncc1Cl. As a reaction SMILES: [Br:7][c:8]1[cH:9][c:10]([CH:21]=[O:22])[n:11](-[c:13]2[c:14]([Cl:20])[cH:15][n:16][cH:17][c:18]2[Cl:19])[cH:12]1.[CH3:23][C:24]([CH3:25])=[O:26].[K+:6].[Mn:1]([O-:2])(=[O:3])(=[O:4])=[O:5].[Na+:28].[OH-:27].[OH2:29]>>[Br:7][c:8]1[cH:9][c:10]([C:21](=[O:22])[OH:26])[n:11](-[c:13]2[c:14]([Cl:20])[cH:15][n:16][cH:17][c:18]2[Cl:19])[cH:12]1. Product: N#Cc1cccc(C2CCc3cc(C(=O)O)[nH]c32)c1. Reaction SMILES: [C:1](#[N:2])[c:3]1[cH:4][c:5]([CH:9]2[CH2:10][CH2:11][c:12]3[c:13]2[nH:14][c:15]([C:17](=[O:18])[O:19][CH3:20])[cH:16]3)[cH:6][cH:7][cH:8]1.[CH2:25]1[O:26][CH2:27][CH2:28][CH2:29]1.[CH3:23][OH:24].[Li+:21].[OH-:22]>>[C:1](#[N:2])[c:3]1[cH:4][c:5]([CH:9]2[CH2:10][CH2:11][c:12]3[c:13]2[nH:14][c:15]([C:17](=[O:18])[OH:19])[cH:16]3)[cH:6][cH:7][cH:8]1. Starting materials: COC(=O)c1cc2c([nH]1)C(c1cccc(C#N)c1)CC2, C1CCOC1, CO, [Li+], [OH-]. Reaction SMILES: [Mg].C(OCC)C.[CH2:7](Br)[C:8]#[CH:9].[C:11]1(=[O:16])[CH2:15][CH2:14][CH2:13][CH2:12]1>O1CCCC1.Cl[Hg]Cl>[CH2:9]([C:11]1([OH:16])[CH2:15][CH2:14][CH2:13][CH2:12]1)[C:8]#[CH:7]. Solvent: O1CCCC1 (tetrahydrofuran). Reagents/catalysts: Cl[Hg]Cl (HgCl2). The product is C(C#C)C1(CCCC1)O (1-(prop-2-ynyl)cyclopentanol). Reported procedure: Magnesium turnings (350 mg, 14.4 mmol) and HgCl2 (16 mg, 0.059 mmol) were stirred with 20 mL of anhydrous diethyl ether in a 100-mL found bottom flask. Propargyl bromide (80% in xylene, 2.5 mL, 13.2 mmol) was added. The mixture, was stirred for 30 min at room temperature before cyclopentanone (1.0 g, 11.9 mmol) was added in 10 mL tetrahydrofuran. The resulting mixture was refluxed for 2 h, then allowed to cool to room temperature, and quenched with saturated aqueous ammonium chloride (15 mL). Th... Reactants: C1(CCCC1)=O (cyclopentanone), [Mg] (Magnesium), C(C)OCC (diethyl ether), C(C#C)Br (Propargyl bromide). Isolated yield 54.1%. Starting materials: C1(=CC=C(C=C1)C=1OCC(N1)(C)C)C1=CC=CC=C1 (2-(1,1'-Biphenyl-4-yl)-4,5-dihydro-4,4-dimethyloxazole), C(CCC)[Li] (n-butyllithium), CCOCC (ether), CSSC (methyl disulfide). Solvent: O1CCCC1 (tetrahydrofuran), hexanes, O (water). Reaction conditions: time 50 minute. Yields the product CSC=1C=C(C=CC1C=1OCC(N1)(C)C)C1=CC=CC=C1 (2-(3-Methylthio-1,1'-biphenyl-4-yl)-4,5-dihydro-4,4-dimethyloxazole). Reaction SMILES: [C:1]1([C:14]2[CH:19]=[CH:18][CH:17]=[CH:16][CH:15]=2)[CH:6]=[CH:5][C:4]([C:7]2[O:8][CH2:9][C:10]([CH3:13])([CH3:12])[N:11]=2)=[CH:3][CH:2]=1.C([Li])CCC.[CH3:25][S:26]SC.CCOCC>O1CCCC1.O>[CH3:25][S:26][C:3]1[CH:2]=[C:1]([C:14]2[CH:15]=[CH:16][CH:17]=[CH:18][CH:19]=2)[CH:6]=[CH:5][C:4]=1[C:7]1[O:8][CH2:9][C:10]([CH3:12])([CH3:13])[N:11]=1. Procedure details: A stirred solution of 13.3 g of the biphenyl oxazoline of Example 1 in 210 mL tetrahydrofuran (THF) was treated with 36 mL of 1.6M n-butyllithium in hexanes at <-70° under nitrogen atmosphere. The mixture was kept at ca. -40° for 50 min., then 5.2 mL methyl disulfide was added and the mixture slowly warmed to room temperature. After 2 days the solution was poured into ether and water, the organic phase was washed successively with saturated sodium bicarbonate solution brine, then dried and evapo...